This data is from the Open Reaction Database (ORD), a public repository of structured organic reaction records. The task is: describe an organic reaction: reactants, conditions, products, and yield Reaction SMILES: [C:1]([CH3:2])([CH3:3])([CH3:4])[O:5][C:6]([NH:7][c:8]1[c:9]([NH2:23])[cH:10][c:11]([C:14]#[C:15][c:16]2[cH:17][cH:18][c:19]([F:22])[cH:20][cH:21]2)[cH:12][cH:13]1)=[O:24].[C:25]([CH3:27])([CH3:28])([O:29][C:30](=[O:26])[CH2:31][C:32](=[O:33])[c:34]1[cH:35][c:36](-[n:40]2[cH:41][n:42][c:43]([CH3:45])[cH:44]2)[cH:37][cH:38][cH:39]1)[CH3:46]>>[C:1]([CH3:2])([CH3:3])([CH3:4])[O:5][C:6]([NH:7][c:8]1[c:9]([NH:23][C:30](=[O:29])[CH2:31][C:32](=[O:33])[c:34]2[cH:35][c:36](-[n:40]3[cH:41][n:42][c:43]([CH3:45])[cH:44]3)[cH:37][cH:38][cH:39]2)[cH:10][c:11]([C:14]#[C:15][c:16]2[cH:17][cH:18][c:19]([F:22])[cH:20][cH:21]2)[cH:12][cH:13]1)=[O:24]. Reactants: CC(C)(C)OC(=O)Nc1ccc(C#Cc2ccc(F)cc2)cc1N, Cc1cn(-c2cccc(C(=O)CC(=O)OC(C)(C)C)c2)cn1. The product is Cc1cn(-c2cccc(C(=O)CC(=O)Nc3cc(C#Cc4ccc(F)cc4)ccc3NC(=O)OC(C)(C)C)c2)cn1. Starting materials: C(C1=CC=CC=C1)OC1=CC=C(C2=C1NC(CO2)=O)C(C(O)O)=O (5-benzyloxy-8-(2,2-dihydroxy-acetyl)-4H-benzo[1,4]oxazin-3-one), C(C)OC1=CC=C(CC2(CC2)N)C=C1 (1-(4-ethoxy-benzyl)-cyclopropylamine), FC(C(=O)[O-])(F)F (trifluoroacetate). Yields the product C(C)OC1=CC=C(CC2(CC2)NCC(O)C2=CC=C(C=3NC(COC32)=O)O)C=C1 (8-{2-[1-(4-ethoxy-benzyl)-cyclopropylamino]-1-hydroxy-ethyl}-5-hydroxy-4H-benzo[1,4]oxazin-3-one). As a reaction SMILES: C([O:8][C:9]1[C:14]2[NH:15][C:16](=[O:19])[CH2:17][O:18][C:13]=2[C:12]([C:20](=[O:24])[CH:21](O)O)=[CH:11][CH:10]=1)C1C=CC=CC=1.[CH2:25]([O:27][C:28]1[CH:38]=[CH:37][C:31]([CH2:32][C:33]2([NH2:36])[CH2:35][CH2:34]2)=[CH:30][CH:29]=1)[CH3:26].FC(F)(F)C([O-])=O>>[CH2:25]([O:27][C:28]1[CH:38]=[CH:37][C:31]([CH2:32][C:33]2([NH:36][CH2:21][CH:20]([C:12]3[C:13]4[O:18][CH2:17][C:16](=[O:19])[NH:15][C:14]=4[C:9]([OH:8])=[CH:10][CH:11]=3)[OH:24])[CH2:35][CH2:34]2)=[CH:30][CH:29]=1)[CH3:26]. Procedure details: Prepared according to general method 3 from 329 mg (1 mmol) 5-benzyloxy-8-(2,2-dihydroxy-acetyl)-4H-benzo[1,4]oxazin-3-one and 191 mg (1 mmol) 1-(4-ethoxy-benzyl)-cyclopropylamine. Yield: 17 mg (3%, trifluoroacetate); mass spectroscopy: [M+H]+=399. Starting materials: CC1=C(SC=2N=CN=C(C21)NC=2C(=NC=CC2)OC2CCOCC2)C(=O)OC (Methyl 5-methyl-4-(2-(tetrahydro-2H-pyran-4-yloxy)pyridin-3-ylamino)thieno[2,3-d]pyrimidine-6-carboxylate), CO (MeOH), [OH-].[Na+] (sodium hydroxide), Cl (hydrochloric acid). The solvent is C(Cl)Cl (DCM). Reaction conditions: temperature 60 celsius, time 2 hour. Product: CC1=C(SC=2N=CN=C(C21)NC=2C(=NC=CC2)OC2CCOCC2)C(=O)O (5-methyl-4-(2-(tetrahydro-2H-pyran-4-yloxy)pyridin-3-ylamino)thieno[2,3-d]pyrimidine-6-carboxylic acid). Reaction SMILES: [CH3:1][C:2]1[C:10]2[C:9]([NH:11][C:12]3[C:13]([O:18][CH:19]4[CH2:24][CH2:23][O:22][CH2:21][CH2:20]4)=[N:14][CH:15]=[CH:16][CH:17]=3)=[N:8][CH:7]=[N:6][C:5]=2[S:4][C:3]=1[C:25]([O:27]C)=[O:26].CO.[OH-].[Na+].Cl>C(Cl)Cl>[CH3:1][C:2]1[C:10]2[C:9]([NH:11][C:12]3[C:13]([O:18][CH:19]4[CH2:20][CH2:21][O:22][CH2:23][CH2:24]4)=[N:14][CH:15]=[CH:16][CH:17]=3)=[N:8][CH:7]=[N:6][C:5]=2[S:4][C:3]=1[C:25]([OH:27])=[O:26] |f:2.3|. Procedure: Methyl 5-methyl-4-(2-(tetrahydro-2H-pyran-4-yloxy)pyridin-3-ylamino)thieno[2,3-d]pyrimidine-6-carboxylate (0.921 g, 2.30 mmol) was added into a solution of MeOH (8 mL) and 2M aqueous sodium hydroxide (2.0 mL). The reaction was stirred at 60° C. for two hours. The mixture was cooled to ambient temperature and acidified with concentrated hydrochloric acid. On addition of DCM a precipitate formed which was collected and washed with water. The product was purified by reverse phase preparative HPLC t... The reactants are CO, c1cc(N2CCNCC2)c2cc[nH]c2c1, c1cc(OCC2CO2)c2cc[nH]c2c1. Product: OC(COc1cccc2[nH]ccc12)CN1CCN(c2cccc3[nH]ccc23)CC1. Reaction SMILES: [CH3:30][OH:31].[nH:15]1[cH:16][cH:17][c:18]2[c:19]([N:24]3[CH2:25][CH2:26][NH:27][CH2:28][CH2:29]3)[cH:20][cH:21][cH:22][c:23]12.[nH:1]1[cH:2][cH:3][c:4]2[c:5]([O:10][CH2:11][CH:12]3[CH2:13][O:14]3)[cH:6][cH:7][cH:8][c:9]12>>[nH:1]1[cH:2][cH:3][c:4]2[c:5]([O:10][CH2:11][CH:12]([CH2:13][N:27]3[CH2:26][CH2:25][N:24]([c:19]4[c:18]5[cH:17][cH:16][nH:15][c:23]5[cH:22][cH:21][cH:20]4)[CH2:29][CH2:28]3)[OH:14])[cH:6][cH:7][cH:8][c:9]12. The reactants are O1C(COC=2C=CC=C3C=CCOC23)C1 (8-(2,3-epoxypropoxy)-2H-chromene), ( i ), Cl.C1C(CCC2=CC=CC=C12)NCC(COC=1C=CC=C2C=CCOC12)O (N-(1,2,3,4-tetrahydronaphth-2-yl)-2-hydroxy-3-(2H-chromen-8-yloxy)-propanamine hydrochloride). The solvent is C(C)O (ethanol). The product is NC1CC2=CC=CC=C2CC1 (2-aminotetralin). Reaction SMILES: O1CC1COC1C=CC=C2C=1OCC=C2.Cl.[CH2:17]1[C:26]2[C:21](=[CH:22][CH:23]=[CH:24][CH:25]=2)[CH2:20][CH2:19][CH:18]1[NH:27]CC(O)COC1C=CC=C2C=1OCC=C2>C(O)C>[NH2:27][CH:18]1[CH2:19][CH2:20][C:21]2[C:26](=[CH:25][CH:24]=[CH:23][CH:22]=2)[CH2:17]1 |f:1.2|. Reported procedure: Following the procedure of Example 27, but starting from 8-(2,3-epoxypropoxy)-2H-chromene (20.4 g) and 2-aminotetralin (14.85 g) in absolute ethanol (120 ml), N-(1,2,3,4-tetrahydronaphth-2-yl)-2-hydroxy-3-(2H-chromen-8-yloxy)-propanamine hydrochloride is obtained ((i): R=H, Ar=radical 44, and the chain is attached to position 2 of the tetralin moiety).